From a dataset of the Open Reaction Database (ORD), a public repository of structured organic reaction records. describe an organic reaction: reactants, conditions, products, and yield Starting materials: FC1=CC=C(C(=O)C=2C(=NC=CC2)C(=O)O)C=C1 (3-(4-fluorobenzoyl)pyridine-2-carboxylic acid), [N+](=[N-])=C (diazomethane). The product is FC1=CC=C(C(=O)C=2C(=NC=CC2)C(=O)OC)C=C1 (3-(4-fluorobenzoyl)-2-carbomethoxypyridine). RXN SMILES: [F:1][C:2]1[CH:18]=[CH:17][C:5]([C:6]([C:8]2[C:9]([C:14]([OH:16])=[O:15])=[N:10][CH:11]=[CH:12][CH:13]=2)=[O:7])=[CH:4][CH:3]=1.[N+](=[CH2:21])=[N-]>>[F:1][C:2]1[CH:18]=[CH:17][C:5]([C:6]([C:8]2[C:9]([C:14]([O:16][CH3:21])=[O:15])=[N:10][CH:11]=[CH:12][CH:13]=2)=[O:7])=[CH:4][CH:3]=1. Procedure details: Treatment of 3-(4-fluorobenzoyl)pyridine-2-carboxylic acid with diazomethane, followed by silica gel chromotography (using hexanes-EtOAc (3:2) as the eluent), gives pure 3-(4-fluorobenzoyl)-2-carbomethoxypyridine. Reaction SMILES: C([N:8]1[C:12]([C:13]([OH:37])([C:24]2[CH:29]=[CH:28][C:27]([C:30]([NH:32][C:33]([CH3:36])([CH3:35])[CH3:34])=[O:31])=[CH:26][CH:25]=2)[CH2:14][CH2:15][CH2:16][C:17]2[CH:22]=[CH:21][C:20]([F:23])=[CH:19][CH:18]=2)=[CH:11][N:10]=[CH:9]1)C1C=CC=CC=1.C(O)C.C([O-])=O.[NH4+]>[Pd].O>[F:23][C:20]1[CH:21]=[CH:22][C:17]([CH2:16][CH2:15][CH2:14][C:13]([C:12]2[N:8]=[CH:9][NH:10][CH:11]=2)([OH:37])[C:24]2[CH:29]=[CH:28][C:27]([C:30]([NH:32][C:33]([CH3:34])([CH3:35])[CH3:36])=[O:31])=[CH:26][CH:25]=2)=[CH:18][CH:19]=1 |f:2.3|. Reactants: C(C1=CC=CC=C1)N1C=NC=C1C(CCCC1=CC=C(C=C1)F)(C1=CC=C(C=C1)C(=O)NC(C)(C)C)O (1-benzyl-5-[4-(4-fluorophenyl)-1-hydroxy-1-(4-tert-butylaminocarbonylphenyl)butyl]-1-H-imidazole), C(C)O (ethanol), C(=O)[O-].[NH4+] (ammonium formate). Procedure: 12,95 g of 1-benzyl-5-[4-(4-fluorophenyl)-1-hydroxy-1-(4-tert-butylaminocarbonylphenyl)butyl]-1-H-imidazole is dissolved into ethanol (400 ml) and water (130 ml). 8,17 g of ammonium formate and 1,3 g of 10% Pd/C is added to the solution and the mixture is refluxed for three hours. Then the reaction mixture is filtered through siliceous earth and the flitrate is evaporated to dryness. The residue is dissolved into ethyl acetate, washed with 2M aqueous sodium hydroxide and water, dried and evapora... The reagents and catalysts are [Pd] (Pd/C). The solvent is O (water). Yields the product FC1=CC=C(C=C1)CCCC(C1=CC=C(C=C1)C(=O)NC(C)(C)C)(O)C=1N=CNC1 (4-[4-(4-fluorophenyl)-1-hydroxy-1-(4-tert-butylaminocarbonylphenyl)butyl]-1H-imidazole). Starting materials: CN1CCC(Oc2ccc(Br)cc2)CC1, CC(=O)OC1CCN(c2ccc(B3OC(C)(C)C(C)(C)O3)cc2)CC1, CCOC(C)=O, O. The product is CN1CCC(Oc2ccc(B3OC(C)(C)C(C)(C)O3)cc2)CC1. As a reaction SMILES: [Br:26][c:27]1[cH:28][cH:29][c:30]([O:31][CH:32]2[CH2:33][CH2:34][N:35]([CH3:38])[CH2:36][CH2:37]2)[cH:39][cH:40]1.[C:1]([O:2][CH:3]1[CH2:4][CH2:5][N:6]([c:11]2[cH:12][cH:13][c:14]([B:17]3[O:18][C:19]([CH3:24])([CH3:25])[C:20]([CH3:22])([CH3:23])[O:21]3)[cH:15][cH:16]2)[CH2:7][CH2:8]1)(=[O:9])[CH3:10].[CH3:41][CH2:42][O:43][C:44]([CH3:45])=[O:46].[OH2:47]>>[c:11]1([O:31][CH:32]2[CH2:33][CH2:34][N:35]([CH3:38])[CH2:36][CH2:37]2)[cH:12][cH:13][c:14]([B:17]2[O:18][C:19]([CH3:24])([CH3:25])[C:20]([CH3:22])([CH3:23])[O:21]2)[cH:15][cH:16]1. Reactants: CC1(C)CC(=O)Nc2ccc(-c3cccc(F)c3)cc21, S=P12SP3(=S)SP(=S)(S1)SP(=S)(S2)S3, c1ccncc1. The product is CC1(C)CC(=S)Nc2ccc(-c3cccc(F)c3)cc21. RXN SMILES: [F:1][c:2]1[cH:3][c:4](-[c:8]2[cH:9][c:10]3[c:15]([cH:16][cH:17]2)[NH:14][C:13](=[O:18])[CH2:12][C:11]3([CH3:19])[CH3:20])[cH:5][cH:6][cH:7]1.[P:21]12(=[S:22])[S:23][P:24]3(=[S:34])[S:25][P:26](=[S:32])([S:27][P:28](=[S:31])([S:29]3)[S:30]1)[S:33]2.[cH:35]1[cH:36][cH:37][n:38][cH:39][cH:40]1>>[F:1][c:2]1[cH:3][c:4](-[c:8]2[cH:9][c:10]3[c:15]([cH:16][cH:17]2)[NH:14][C:13](=[S:22])[CH2:12][C:11]3([CH3:19])[CH3:20])[cH:5][cH:6][cH:7]1. Starting materials: [Cl-] (chloride), ( 12 ), C1(C(C=CC=2C3=CC=CC=C3C=CC12)=O)=O (phenanthrenequinone), C1=CC=CC=2C3=CC=CC=C3C(C(C12)=O)=O (9,10-phenanthrenequinone), C[Si](C)(C)[N-][Si](C)(C)C.[Na+] (sodium bis(trimethylsilyl)amide), C1(C(C=CC=2C3=CC=CC=C3C=CC12)=N)=N (phenanthrenequinone diimine), ( 11 ), silylated imine. The product is C[Si](C)(C)N=C1C2=CC=CC=C2C=2C=CC=CC2C1=N[Si](C)(C)C (9,10-Phenanthrenequinone bis((trimethylsilyl)-imine)). Yield: 37.0%. Reaction SMILES: [CH:1]1[C:14]2[C:13](=O)[C:12](=O)[C:11]3[C:6](=[CH:7][CH:8]=[CH:9][CH:10]=3)[C:5]=2[CH:4]=[CH:3][CH:2]=1.C[Si]([N-:21][Si:22]([CH3:25])([CH3:24])[CH3:23])(C)C.[Na+].C1(=O)C2C=CC3C(=CC=CC=3)C=2C=CC1=O.C1(=N)C2C=CC3C(=CC=CC=3)C=2C=CC1=N.[Cl-]>>[CH3:23][Si:22]([N:21]=[C:13]1[C:12](=[N:21][Si:22]([CH3:23])([CH3:24])[CH3:25])[C:11]2[CH:10]=[CH:9][CH:8]=[CH:7][C:6]=2[C:5]2[C:14]1=[CH:1][CH:2]=[CH:3][CH:4]=2)([CH3:25])[CH3:24] |f:1.2|. Reported procedure: Ligand Synthesis. 9,10-Phenanthrenequinone bis((trimethylsilyl)-imine) (silylphi) was synthesized from 9,10-phenanthrenequinone (Aldrich) and sodium bis(trimethylsilyl)amide (Fluka) as described by Tuchtenhagan and Ruhlmann. (11) Important modifications to this synthesis include a reaction temperature of no greater than 65° C. and a final phenanthrenequinone concentration of 0.08 M. Under these conditions, orange crystalline silylphi was obtained in 37% yield and stored under nitrogen. The phena...